This data is from the Open Reaction Database (ORD), a public repository of structured organic reaction records. The task is: describe an organic reaction: reactants, conditions, products, and yield Reactants: CCOC(=O)c1ccc(SC)c(OCCOC)c1Br, [K+], [OH-], O. The product is COCCOc1c(SC)ccc(C(=O)O)c1Br. Reaction SMILES: [Br:1][c:2]1[c:3]([C:4](=[O:5])[O:6][CH2:7][CH3:8])[cH:9][cH:10][c:11]([S:18][CH3:19])[c:12]1[O:13][CH2:14][CH2:15][O:16][CH3:17].[K+:21].[OH-:20].[OH2:22]>>[Br:1][c:2]1[c:3]([C:4](=[O:5])[OH:6])[cH:9][cH:10][c:11]([S:18][CH3:19])[c:12]1[O:13][CH2:14][CH2:15][O:16][CH3:17]. Starting materials: Cc1csc(C)c1NC(=O)CCl, ClCCl, O=S(=O)(Cl)Cl. Yields the product Cc1sc(Cl)c(C)c1NC(=O)CCl. As a reaction SMILES: [CH3:1][c:2]1[s:3][cH:4][c:5]([CH3:12])[c:6]1[NH:7][C:8]([CH2:9][Cl:10])=[O:11].[Cl:18][CH2:19][Cl:20].[S:13]([Cl:14])(=[O:15])([Cl:16])=[O:17]>>[CH3:1][c:2]1[s:3][c:4]([Cl:16])[c:5]([CH3:12])[c:6]1[NH:7][C:8]([CH2:9][Cl:10])=[O:11]. Reactants: ClC1=NC2=CC=C(C=C2C=C1)[N+](=O)[O-] (2-chloro-6-nitroquinoline), C(C)(C)(C)OC(=O)N1[C@@H]2CN[C@H](C1)C2 (tert-butyl-(1S,4S)-(−)-2,5-diazabicyclo[2.2.1]heptane-2-carboxylate). Solvent: O1CCOCC1 (dioxane). Product: N (ammonia), [N+](=O)([O-])C=1C=C2C=CC(=NC2=CC1)N1[C@@H]2CN([C@H](C1)C2)C(=O)OC(C)(C)C (2-(6-Nitro-2-quinolinyl)-5-tert-butoxycarbonyl-(1S,4S)-2,5-diazabicyclo-[2.2.1]-heptane). As a reaction SMILES: Cl[C:2]1[CH:11]=[CH:10][C:9]2[C:4](=[CH:5][CH:6]=[C:7]([N+:12]([O-:14])=[O:13])[CH:8]=2)[N:3]=1.[C:15]([O:19][C:20]([N:22]1[CH2:27][C@@H:26]2[CH2:28][C@H:23]1[CH2:24][NH:25]2)=[O:21])([CH3:18])([CH3:17])[CH3:16]>O1CCOCC1>[NH3:3].[N+:12]([C:7]1[CH:8]=[C:9]2[C:4](=[CH:5][CH:6]=1)[N:3]=[C:2]([N:25]1[CH2:24][C@@H:23]3[CH2:28][C@H:26]1[CH2:27][N:22]3[C:20]([O:19][C:15]([CH3:18])([CH3:17])[CH3:16])=[O:21])[CH:11]=[CH:10]2)([O-:14])=[O:13]. Reported procedure: A mixture of 2-chloro-6-nitroquinoline [Lee B S, Lee B C, Jun J-G and Chi D Y; Heterocycles 1998 48 (12) 2637-2641] (2.1 g; 10 mmol), tert-butyl-(1S,4S)-(−)-2,5-diazabicyclo[2.2.1]heptane-2-carboxylate (2.0 g; 10 mmol) and dioxane (50 ml) was stirred at reflux for 20 hours. The solvent was evaporated. Aqueous sodium hydroxide (50 ml; 1 M) was added, followed by extraction with diethyl ether (3×50 ml). Chromatography on silica gel with dichloromethane, methanol and conc. ammonia (89:10:1) gave th... Starting materials: COC1=CC=C(CN2C(SC[C@H]2C23NC(C=C(CCC=CCCCC(OCC2)C3)C)=O)=O)C=C1 (((R)-3-(4-methoxybenzyl)-2-oxothiazolidin-4-yl)-5-methyl-14-oxa-2-aza-bicyclo[11.3.1]heptadeca-4,8-dien-3-one), CO[C@]1(O[C@@H]2CCC\C=C/CC\C(=C/C(O[C@@H](C1)C2)=O)\C)[C@H]2N(C(SC2)=O)CC2=CC=C(C=C2)OC ((R)-4-((1R,4Z,8Z,13R,15R)-15-methoxy-5-methyl-3-oxo-2,14-dioxa-bicyclo[11.3.1]heptadeca-4,8-dien-15-yl)-3-(4-methoxybenzyl)thiazolidin-2-one). The product is O[C@]1(O[C@@H]2CCC\C=C/CC\C(=C/C(N[C@@H](C1)C2)=O)\C)[C@H]2NC(SC2)=O ((1R,4Z,8Z,13R,15R)-15-Hydroxy-5-methyl-15-((R)-2-oxothiazolidin-4-yl)-14-oxa-2-aza-bicyclo[11.3.1]heptadeca-4,8-dien-3-one). As a reaction SMILES: COC1C=CC(C[N:8]2[C@H](C34CC(OCC3)CCCC=CCCC(C)=CC(=O)N4)CSC2=O)=CC=1.C[O:36][C@:37]1([C@@H:56]2[CH2:60][S:59][C:58](=[O:61])[N:57]2CC2C=CC(OC)=CC=2)[CH2:52][C@H:51]2[CH2:53][C@@H:39]([CH2:40][CH2:41][CH2:42][CH:43]=[CH:44][CH2:45][CH2:46][C:47]([CH3:55])=[CH:48][C:49](=O)[O:50]2)[O:38]1>>[OH:36][C@:37]1([C@@H:56]2[CH2:60][S:59][C:58](=[O:61])[NH:57]2)[CH2:52][C@H:51]2[CH2:53][C@@H:39]([CH2:40][CH2:41][CH2:42][CH:43]=[CH:44][CH2:45][CH2:46][C:47]([CH3:55])=[CH:48][C:49](=[O:50])[NH:8]2)[O:38]1. Reported procedure: Application of the method shown in Example 46, with the modification that (1R,4Z,8Z,13R,15R)-15-methoxy-15-(((R)-3-(4-methoxybenzyl)-2-oxothiazolidin-4-yl)-5-methyl-14-oxa-2-aza-bicyclo[11.3.1]heptadeca-4,8-dien-3-one was substituted for (R)-4-((1R,4Z,8Z,13R,15R)-15-methoxy-5-methyl-3-oxo-2,14-dioxa-bicyclo[11.3.1]heptadeca-4,8-dien-15-yl)-3-(4-methoxybenzyl)thiazolidin-2-one, afforded the title compound, together with the 8E-isomer. Starting materials: BrC1=CC=C(C=C1)[C@H](C)N1C(O[C@@](CC1)(CCO)C1=CC=C(C=C1)F)=O ((S)-3-((S)-1-(4-bromophenyl)ethyl)-6-(4-fluorophenyl)-6-(2-hydroxyethyl)-1,3-oxazinan-2-one), F[C@H]1CNCC1 ((R)-3-fluoropyrrolidine). The product is BrC1=CC=C(C=C1)[C@H](C)N1C(O[C@@](CC1)(CCN1C[C@@H](CC1)F)C1=CC=C(C=C1)F)=O ((R)-3-((S)-1-(4-bromophenyl)ethyl)-6-(4-fluorophenyl)-6-(2-((R)-3-fluoropyrrolidin-1-yl)ethyl)-1,3-oxazinan-2-one). As a reaction SMILES: [Br:1][C:2]1[CH:7]=[CH:6][C:5]([C@@H:8]([N:10]2[CH2:15][CH2:14][C@@:13]([C:19]3[CH:24]=[CH:23][C:22]([F:25])=[CH:21][CH:20]=3)([CH2:16][CH2:17]O)[O:12][C:11]2=[O:26])[CH3:9])=[CH:4][CH:3]=1.[F:27][C@@H:28]1[CH2:32][CH2:31][NH:30][CH2:29]1>>[Br:1][C:2]1[CH:3]=[CH:4][C:5]([C@@H:8]([N:10]2[CH2:15][CH2:14][C@@:13]([C:19]3[CH:24]=[CH:23][C:22]([F:25])=[CH:21][CH:20]=3)([CH2:16][CH2:17][N:30]3[CH2:31][CH2:32][C@@H:28]([F:27])[CH2:29]3)[O:12][C:11]2=[O:26])[CH3:9])=[CH:6][CH:7]=1. Procedure: The title compound was prepared from (S)-3-((S)-1-(4-bromophenyl)ethyl)-6-(4-fluorophenyl)-6-(2-hydroxyethyl)-1,3-oxazinan-2-one and (R)-3-fluoropyrrolidine following procedures analogous to those described in Example 178. LC-MS Method 2 tR=1.682 min, m/z=516.9; 1H NMR (CDCl3) 1.42 (d, 3H), 1.82-2.30 (m, 9H), 2.52-2.64 (m, 1H), 2.67-2.88 (m, 3H), 4.93-5.13 (m, 1H), 5.53 (m, 1H), 6.71 (d, 2H), 6.98 (m, 2H), 7.18 (m, 2H), 7.19 (m, 1H). Reactants: CO, CC(=O)CCCC(=O)c1ccc(C)nc1, [Na+], [OH-], O. The product is Cc1ccc(C2=CC(=O)CCC2)cn1. As a reaction SMILES: [CH3:19][OH:20].[CH3:1][c:2]1[n:3][cH:4][c:5]([C:8]([CH2:9][CH2:10][CH2:11][C:12]([CH3:13])=[O:14])=[O:15])[cH:6][cH:7]1.[Na+:17].[OH-:16].[OH2:18]>>[CH3:1][c:2]1[n:3][cH:4][c:5]([C:8]2=[CH:13][C:12](=[O:14])[CH2:11][CH2:10][CH2:9]2)[cH:6][cH:7]1. Starting materials: C(C1=CC=CC=C1)O[C@H]1[C@@H]([C@H](C[C@H]2[C@@H]1NC(O2)=O)C=O)OCC2=CC=CC=C2 ((3aS,4R,5R,6S,7aS)-4,5-Bis(benzyloxy)-2-oxo-octahydrobenzo[d]oxazole-6-carbaldehyde), C[Mg]Cl (methylmagnesium chloride). The solvent is C1CCOC1 (THF). Run at time 1 hour. The product is C(C1=CC=CC=C1)O[C@H]1[C@@H]([C@H](C[C@H]2[C@@H]1NC(O2)=O)C(C)O)OCC2=CC=CC=C2 ((3aS,4R,5R,6R,7aS)-4,5-Bis(benzyloxy)-6-(1-hydroxyethyl)-hexahydrobenzo[d]oxazol-2(3H)-one). As a reaction SMILES: [CH2:1]([O:8][C@@H:9]1[C@H:14]2[NH:15][C:16](=[O:18])[O:17][C@H:13]2[CH2:12][C@H:11]([CH:19]=[O:20])[C@H:10]1[O:21][CH2:22][C:23]1[CH:28]=[CH:27][CH:26]=[CH:25][CH:24]=1)[C:2]1[CH:7]=[CH:6][CH:5]=[CH:4][CH:3]=1.[CH3:29][Mg]Cl>C1COCC1>[CH2:1]([O:8][C@@H:9]1[C@H:14]2[NH:15][C:16](=[O:18])[O:17][C@H:13]2[CH2:12][C@H:11]([CH:19]([OH:20])[CH3:29])[C@H:10]1[O:21][CH2:22][C:23]1[CH:28]=[CH:27][CH:26]=[CH:25][CH:24]=1)[C:2]1[CH:3]=[CH:4][CH:5]=[CH:6][CH:7]=1. Reported procedure: To a solution of the above crude 3 (1.4 g, 3.6 mmol) in THF (10 mL) was added methylmagnesium chloride (7.0 mL, 2.5M in THF, 17.5 mmol) at −78° C. After 1 hour, the reaction mixture was quenched with saturated aqueous NH4Cl (20 mL) and extracted with DCM (4×50 mL). The combined organic layer was dried over anhydrous MgSO4 and concentrated in vacuo to give a residue, which was purified by a silica gel column, eluted with 10% MeOH in DCM to give 4 as a white solid (1.0 g, 68% in two steps, the rat... As a reaction SMILES: [CH3:1][CH:2]1[C:6]2[CH:7]=[CH:8][CH:9]=[C:10]([S:11][C:12]3[CH:17]=[CH:16][CH:15]=[CH:14][C:13]=3[Cl:18])[C:5]=2[O:4][C:3]1=[O:19].[OH-:20].[K+]>>[OH:4][C:5]1[C:10]([S:11][C:12]2[CH:17]=[CH:16][CH:15]=[CH:14][C:13]=2[Cl:18])=[CH:9][CH:8]=[CH:7][C:6]=1[CH:2]([CH3:1])[C:3]([OH:19])=[O:20] |f:1.2|. The reactants are CC1C(OC2=C1C=CC=C2SC2=C(C=CC=C2)Cl)=O (3-Methyl-7-(2-chlorophenylthio)-2,3-dihydrobenzofuran-2-one), [OH-].[K+] (potassium hydroxide). The product is OC1=C(C=CC=C1SC1=C(C=CC=C1)Cl)C(C(=O)O)C (2-[2-hydroxy-3-(2-chlorophenylthio)phenyl]propionic acid). Procedure: 3-Methyl-7-(2-chlorophenylthio)-2,3-dihydrobenzofuran-2-one was treated with potassium hydroxide in the same manner as Example 21-(10) to give crystalline 2-[2-hydroxy-3-(2-chlorophenylthio)phenyl]propionic acid, mp. 143°-145° C. Starting materials: C(C1=CC=CC=C1)OC1=C(C=NC=C1)[N+](=O)[O-] (4-(benzyloxy)-3-nitropyridine), [H][H] (hydrogen). The reagents and catalysts are [Ni] (Raney Nickel). Run in C1CCOC1 (THF). Product: C(C1=CC=CC=C1)OC1=C(C=NC=C1)N (4-(benzyloxy)pyridine-3-amine). As a reaction SMILES: [CH2:1]([O:8][C:9]1[CH:14]=[CH:13][N:12]=[CH:11][C:10]=1[N+:15]([O-])=O)[C:2]1[CH:7]=[CH:6][CH:5]=[CH:4][CH:3]=1.[H][H]>C1COCC1.[Ni]>[CH2:1]([O:8][C:9]1[CH:14]=[CH:13][N:12]=[CH:11][C:10]=1[NH2:15])[C:2]1[CH:3]=[CH:4][CH:5]=[CH:6][CH:7]=1. Procedure: 4-(benzyloxy)-3-nitropyridine (15 g, 65 mmol, 1 eq) was dissolved in THF, then Raney Nickel (2.25 g, 10% w/w) (washed with THF) was added under nitrogen atmosphere and the reaction was stirred at room temperature with 2 kg hydrogen pressure for 6 h. The reaction solution was filtered through celite and the filtrate was concentrated under vacuum to get brown oil. The product was taken to the next step without purification. Yield: 12.3 g (94%). 1HNMR (400 MHz, DMSO-d6): δ 4.86 (s, 2H), 5.18 (s, 2H...